Dataset: the Open Reaction Database (ORD), a public repository of structured organic reaction records. Task: describe an organic reaction: reactants, conditions, products, and yield Starting materials: CS(=O)(=O)C(C(=O)OCC)C=1SC2=C(N1)C=CC(=C2)C2=CC=CC=C2 (Ethyl 2-(methylsulfonyl)-2-(6-phenylbenzo[d]thiazol-2-yl)acetate), NN (hydrazine). Solvent: CCO (EtOH). Conditions: time 1 hour. Product: CS(=O)(=O)CC=1SC2=C(N1)C=CC(=C2)C2=CC=CC=C2 (2-((Methylsulfonyl)methyl)-6-phenylbenzo[d]thiazole). Isolated yield 26.9%. As a reaction SMILES: [CH3:1][S:2]([CH:5]([C:11]1[S:12][C:13]2[CH:19]=[C:18]([C:20]3[CH:25]=[CH:24][CH:23]=[CH:22][CH:21]=3)[CH:17]=[CH:16][C:14]=2[N:15]=1)C(OCC)=O)(=[O:4])=[O:3].NN>CCO>[CH3:1][S:2]([CH2:5][C:11]1[S:12][C:13]2[CH:19]=[C:18]([C:20]3[CH:25]=[CH:24][CH:23]=[CH:22][CH:21]=3)[CH:17]=[CH:16][C:14]=2[N:15]=1)(=[O:3])=[O:4]. Procedure details: To a solution of Compound 89a (100 mg, 0.27 mmol) in EtOH (8 mL) was added hydrazine (0.13 mL, 4.0 mmol) and the reaction mixture stirred at rt for 1 h, then at 50° C. for 1 h. The reaction mixture was allowed to cool, concentrated under reduced pressure and the residue suspended in DCM, filtered and dried under vacuum to give Compound 89b (22 mg, 23% yield). RT=1.65 min using analytical method (Q), 361.9 (M+H). 1H NMR (500 MHz, DMSO-d6) δ 8.51-8.45 (m, 1H), 8.15 (d, J=8.5 Hz, 1H), 7.87 (dd, J=8... The reactants are ClC1=CC(=C(OCC(=O)N2[C@@H](CN([C@H](C2)C)CC2=CC=C(C=C2)F)C)C=C1)O (2-(4-chloro-2-hydroxy-phenoxy)-1-[4-(4-fluoro-benzyl)-(2R,5S)-2,5-dimethyl-piperazin-1-yl]-ethanone), ClC1=C(C(=O)O)C=CC=N1 (2-chloro-nicotinic acid), C([O-])([O-])=O.[K+].[K+] (potassium carbonate). Reagents/catalysts: [Cu] (copper), [Cu]I (copper (I) iodide). The solvent is CN(C=O)C (dimethylformamide), C(C)(=O)OCC (ethyl acetate). Run at temperature 145 celsius, time 2 hour. Product: ClC=1C=CC(=C(OC2=C(C(=O)O)C=CC=N2)C1)OCC(=O)N1[C@@H](CN([C@H](C1)C)CC1=CC=C(C=C1)F)C (2-(5-Chloro-2-{2-[4-(4-fluoro-benzyl)-(2R,5S)-2,5-dimethyl-piperazin-1-yl]-2-oxo-ethoxy}-phenoxy)-nicotinic acid), hydrochloride salt. RXN SMILES: [Cl:1][C:2]1[CH:27]=[CH:26][C:5]([O:6][CH2:7][C:8]([N:10]2[CH2:15][C@H:14]([CH3:16])[N:13]([CH2:17][C:18]3[CH:23]=[CH:22][C:21]([F:24])=[CH:20][CH:19]=3)[CH2:12][C@H:11]2[CH3:25])=[O:9])=[C:4]([OH:28])[CH:3]=1.Cl[C:30]1[N:38]=[CH:37][CH:36]=[CH:35][C:31]=1[C:32]([OH:34])=[O:33].C(=O)([O-])[O-].[K+].[K+]>CN(C)C=O.C(OCC)(=O)C.[Cu].[Cu]I>[Cl:1][C:2]1[CH:27]=[CH:26][C:5]([O:6][CH2:7][C:8]([N:10]2[CH2:15][C@H:14]([CH3:16])[N:13]([CH2:17][C:18]3[CH:23]=[CH:22][C:21]([F:24])=[CH:20][CH:19]=3)[CH2:12][C@H:11]2[CH3:25])=[O:9])=[C:4]([CH:3]=1)[O:28][C:30]1[N:38]=[CH:37][CH:36]=[CH:35][C:31]=1[C:32]([OH:34])=[O:33] |f:2.3.4|. Procedure details: To a solution of 2-(4-chloro-2-hydroxy-phenoxy)-1-[4-(4-fluoro-benzyl)-(2R,5S)-2,5-dimethyl-piperazin-1-yl]-ethanone (0.10 g, 0.25 mmol), and 2-chloro-nicotinic acid (0.045 g, 0.28 mmol) in dimethylformamide (0.75 mL) were added potassium carbonate (0.084 g, 0.60 mmol), copper (0.0050 g, 0.078 mmol) and copper (I) iodide (0.0050 g, 0.0.026 mmol). The resulting mixture was stirred at 145° C. for 2 hours. The reaction was cooled and diluted with ethyl acetate and washed with water. The organic lay... The reactants are C1(=CC=C(C=C1)N1C2=CC=CC=C2C=2C=CC=CC12)C1=CC=CC=C1 (9-(4-biphenylyl)carbazole), IN1C(CCC1=O)=O (N-iodosuccinimide). Run in C(C)(=O)O (acetic acid), C1(=CC=CC=C1)C (toluene), C(C)(=O)OCC (ethyl acetate). Conditions: time 24 hour. Yields the product IC=1C=CC=2N(C3=CC=CC=C3C2C1)C1=CC=C(C=C1)C1=CC=CC=C1 (3-iodo-9-(4-biphenylyl)carbazole). Isolated yield 98.8%. As a reaction SMILES: [C:1]1([C:20]2[CH:25]=[CH:24][CH:23]=[CH:22][CH:21]=2)[CH:6]=[CH:5][C:4]([N:7]2[C:19]3[CH:18]=[CH:17][CH:16]=[CH:15][C:14]=3[C:13]3[C:8]2=[CH:9][CH:10]=[CH:11][CH:12]=3)=[CH:3][CH:2]=1.[I:26]N1C(=O)CCC1=O>C(O)(=O)C.C1(C)C=CC=CC=1.C(OCC)(=O)C>[I:26][C:16]1[CH:17]=[CH:18][C:19]2[N:7]([C:4]3[CH:5]=[CH:6][C:1]([C:20]4[CH:21]=[CH:22][CH:23]=[CH:24][CH:25]=4)=[CH:2][CH:3]=3)[C:8]3[C:13]([C:14]=2[CH:15]=1)=[CH:12][CH:11]=[CH:10][CH:9]=3. Procedure details: 3.2 g (10 mmol) of 9-(4-biphenylyl)carbazole was dissolved in a mixed solution of 200 mL of glacial acetic acid, 200 mL of toluene, and 50 mL of ethyl acetate. 2.3 g (10 mmol) of N-iodosuccinimide was slowly added thereto. The mixture was stirred overnight (for about 24 hours) and then washed with water, a sodium thiosulfate water solution, and a saturated sodium chloride solution. Magnesium sulfate was added thereto to remove water and filtered to obtain a filtrate. The filtrate was concentrate...